Dataset: the Open Reaction Database (ORD), a public repository of structured organic reaction records. Task: describe an organic reaction: reactants, conditions, products, and yield Reactants: COC1=CC=C(C(=O)C2=CC=C(C(=O)N3CC4=C(CC3)C=CO4)C=C2)C=C1 (6-[4-(4-methoxybenzoyl)benzoyl]-4,5,6,7-tetrahydrofuro[2,3-c]pyridine), CNC (dimethylamine), C=O (formaldehyde). The solvent is C(C)(=O)O (acetic acid). Run at temperature 100 celsius, time 60 minute. Product: CN(C)CC1=CC2=C(CN(CC2)C(C2=CC=C(C=C2)C(C2=CC=C(C=C2)OC)=O)=O)O1 (N,N-dimethyl-[6-[4-(4-methoxybenzoyl)benzoyl]-4,5,6,7-tetrahydrofuro[2,3-c]pyridin-2-ylmethyl]amine). Reaction SMILES: [CH3:1][O:2][C:3]1[CH:27]=[CH:26][C:6]([C:7]([C:9]2[CH:25]=[CH:24][C:12]([C:13]([N:15]3[CH2:20][CH2:19][C:18]4[CH:21]=[CH:22][O:23][C:17]=4[CH2:16]3)=[O:14])=[CH:11][CH:10]=2)=[O:8])=[CH:5][CH:4]=1.[CH3:28][NH:29][CH3:30].[CH2:31]=O>C(O)(=O)C>[CH3:28][N:29]([CH2:31][C:22]1[O:23][C:17]2[CH2:16][N:15]([C:13](=[O:14])[C:12]3[CH:24]=[CH:25][C:9]([C:7](=[O:8])[C:6]4[CH:5]=[CH:4][C:3]([O:2][CH3:1])=[CH:27][CH:26]=4)=[CH:10][CH:11]=3)[CH2:20][CH2:19][C:18]=2[CH:21]=1)[CH3:30]. Procedure details: To a solution of 0.280 g (0.775 mmol) of 6-[4-(4-methoxybenzoyl)benzoyl]-4,5,6,7-tetrahydrofuro[2,3-c]pyridine in 10 ml of acetic acid, 0.105 ml (1.16 mmol) of 50% aqueous dimethylamine and 0.094 ml (1.16 mmol) of 37% aqueous formaldehyde were added, followed by stirring at 100° C. for 60 minutes. After the solvent was distilled off under reduced pressure, the residual solution was alkalified with 5% aqueous sodium hydrogen carbonate and extracted with dichloromethane 2 times. The combined organ... Starting materials: NC=1C=C(C=CC1N)O (3,4-diaminophenol), S1C(=CC=C1)C(C(=O)O)=O ((thiophen-2-yl) oxo-acetic acid). Product: OC=1C=C2N=C(C(NC2=CC1)=O)C=1SC=CC1 (6-hydroxy-3-thiophen-2-yl-1H-quinoxalin-2-one). Reaction SMILES: [NH2:1][C:2]1[CH:3]=[C:4]([OH:9])[CH:5]=[CH:6][C:7]=1[NH2:8].[S:10]1[CH:14]=[CH:13][CH:12]=[C:11]1[C:15](=O)[C:16](O)=[O:17]>>[OH:9][C:4]1[CH:3]=[C:2]2[C:7](=[CH:6][CH:5]=1)[NH:8][C:16](=[O:17])[C:15]([C:11]1[S:10][CH:14]=[CH:13][CH:12]=1)=[N:1]2. Procedure details: The quinoxalin-2-one of the present example is prepared with 3,4-diaminophenol (which is prepared by treating 3,4-dinitrophenol with H2NNH2.H2O, Pd/C refluxed in MeOH), and (thiophen-2-yl) oxo-acetic acid via the method described in Example 12 to afford 6-hydroxy-3-thiophen-2-yl-1H-quinoxalin-2-one. Reactants: Fc1ccc2[nH]cc(CCBr)c2c1, CCN(C(C)C)C(C)C, ClC(Cl)Cl, c1c[nH]nn1. Yields the product Fc1ccc2[nH]cc(CCn3ccnn3)c2c1. RXN SMILES: [Br:1][CH2:2][CH2:3][c:4]1[cH:5][nH:6][c:7]2[cH:8][cH:9][c:10]([F:13])[cH:11][c:12]12.[CH2:19]([N:20]([CH:21]([CH3:22])[CH3:23])[CH:24]([CH3:25])[CH3:26])[CH3:27].[CH:28]([Cl:29])([Cl:30])[Cl:31].[nH:14]1[n:15][n:16][cH:17][cH:18]1>>[CH2:2]([CH2:3][c:4]1[cH:5][nH:6][c:7]2[cH:8][cH:9][c:10]([F:13])[cH:11][c:12]12)[n:14]1[n:15][n:16][cH:17][cH:18]1. Starting materials: OC1=C(C=C(C=C1C)CCC(=O)C=1SC(=C2C1CCC(C2)(C)C)C)C (3-(4-hydroxy-3,5-dimethyl-phenyl)-1-(3,5,5-trimethyl-4,5,6,7-tetrahydro-benzo[c]thiophen-1-yl)-propan-1-one), C(Cl)C1CO1 (epichlorohydrine). The solvent is C(C)(C)O (isopropanol), [OH-].[Na+] (NaOH), C(C)OCC (diethyl ether). Reaction conditions: time 6 hour. Yields the product CC=1C=C(C=C(C1OCC1OC1)C)CCC(=O)C=1SC(=C2C1CCC(C2)(C)C)C (3-(3,5-dimethyl-4-oxiranylmethoxy-phenyl)-1-(3,5,5-trimethyl-4,5,6,7-tetrahydro-benzo[c]thiophen-1-yl)-propan-1-one). The yield is 58.3%. RXN SMILES: [OH:1][C:2]1[C:7]([CH3:8])=[CH:6][C:5]([CH2:9][CH2:10][C:11]([C:13]2[S:14][C:15]([CH3:24])=[C:16]3[CH2:21][C:20]([CH3:23])([CH3:22])[CH2:19][CH2:18][C:17]=23)=[O:12])=[CH:4][C:3]=1[CH3:25].[CH2:26]([CH:28]1[O:30][CH2:29]1)Cl>C(O)(C)C.[OH-].[Na+].C(OCC)C>[CH3:8][C:7]1[CH:6]=[C:5]([CH2:9][CH2:10][C:11]([C:13]2[S:14][C:15]([CH3:24])=[C:16]3[CH2:21][C:20]([CH3:22])([CH3:23])[CH2:19][CH2:18][C:17]=23)=[O:12])[CH:4]=[C:3]([CH3:25])[C:2]=1[O:1][CH2:26][CH:28]1[CH2:29][O:30]1 |f:3.4|. Procedure: A solution of 3-(4-hydroxy-3,5-dimethyl-phenyl)-1-(3,5,5-trimethyl-4,5,6,7-tetrahydro-benzo[c]thiophen-1-yl)-propan-1-one (200 mg, 0.561 mmol) in isopropanol (5 mL) and 3 N aq. NaOH (2 mL) is treated with epichlorohydrine (210 mg, 1.68 mmol) and the mixture is stirred at rt for 6 h before it is diluted with diethyl ether, washed with sat. aq. NaHCO3 solution followed by water, dried over MgSO4 and evaporated. The crude product is purified on prep. TLC plates with heptane:EA 1:1 to give 3-(3,5-di... Starting materials: FC([C@H]1OC[C@@]2(N=C(SC[C@@H]21)N)C2=C(C(=CC=C2)F)F)F ((4aS,5S,7aS)-5-(difluoromethyl)-7a-(2,3-difluorophenyl)-4a,5,7,7a-tetrahydro-4H-furo[3,4-d][1,3]thiazin-2-amine), C(=O)(O)[O-].[Na+] (NaHCO3), S(O)(O)(=O)=O (Sulfuric acid), [N+](=O)(O)[O-] (nitric acid). Run in C(=O)(C(F)(F)F)O (TFA). Run at temperature 0 celsius, time 90 minute. Product: FC1=C(C=C(C=C1F)[N+](=O)[O-])[C@@]12N=C(SC[C@@H]1[C@H](OC2)C(F)F)N ((4aS,5S,7aS)-7a-(2,3-difluoro-5-nitrophenyl)-5-(difluoromethyl)-4a,5,7,7a-tetrahydro-4H-furo[3,4-d][1,3]thiazin-2-amine). Reaction SMILES: [F:1][CH:2]([F:21])[C@@H:3]1[C@@H:11]2[C@@:6]([C:13]3[CH:18]=[CH:17][CH:16]=[C:15]([F:19])[C:14]=3[F:20])([N:7]=[C:8]([NH2:12])[S:9][CH2:10]2)[CH2:5][O:4]1.S(=O)(=O)(O)O.[N+:27]([O-])([OH:29])=[O:28].C([O-])(O)=O.[Na+]>C(O)(C(F)(F)F)=O>[F:20][C:14]1[C:15]([F:19])=[CH:16][C:17]([N+:27]([O-:29])=[O:28])=[CH:18][C:13]=1[C@:6]12[CH2:5][O:4][C@H:3]([CH:2]([F:1])[F:21])[C@H:11]1[CH2:10][S:9][C:8]([NH2:12])=[N:7]2 |f:3.4|. Procedure details: (4aS,5S,7aS)-5-(difluoromethyl)-7a-(2,3-difluorophenyl)-4a,5,7,7a-tetrahydro-4H-furo[3,4-d][1,3]thiazin-2-amine, obtained in Preparation Example 1-(9), (565 mg) was dissolved in TFA (3 mL), and the solution was cooled to 0° C. Sulfuric acid (conc., 0.8 mL) was added, followed by fuming nitric acid (0.08 mL) dropwise over 20 mins. After stirring at 0° C. for 90 min, the reaction mixture carefully neutralized with NaHCO3 (sat., aq., 50 mL) and extracted with EtOAc (3×100 mL), and the combined orga... The reactants are C(C)(C)(C)C1=CC=2C3=C(NC2C=C1)CCN(C3)C (8-tert-butyl-2,3,4,5-tetrahydro-2-methyl-1H-pyrido[4,3-b]indole), [OH-].[K+] (KOH), O (water), FC(C1=NC=C(C=C1)C=C)(F)F (2-(trifluoromethyl)-5-vinylpyridine). Solvent: CN1CCCC1=O (NMP). Reaction conditions: time 10 minute. Product: C(C)(C)(C)C1=CC=2C3=C(N(C2C=C1)CCC=1C=NC(=CC1)C)CCN(C3)C (8-tert-butyl-2,3,4,5-tetrahydro-2-methyl-5-(2-(6-methylpyridin-3-yl)ethyl)-1H-pyrido[4,3-b]indole). The yield is 10.1%. RXN SMILES: [C:1]([C:5]1[CH:13]=[CH:12][C:11]2[NH:10][C:9]3[CH2:14][CH2:15][N:16]([CH3:18])[CH2:17][C:8]=3[C:7]=2[CH:6]=1)([CH3:4])([CH3:3])[CH3:2].[OH-].[K+].F[C:22](F)(F)[C:23]1[CH:28]=[CH:27][C:26]([CH:29]=[CH2:30])=[CH:25][N:24]=1.O>CN1C(=O)CCC1>[C:1]([C:5]1[CH:13]=[CH:12][C:11]2[N:10]([CH2:30][CH2:29][C:26]3[CH:25]=[N:24][C:23]([CH3:22])=[CH:28][CH:27]=3)[C:9]3[CH2:14][CH2:15][N:16]([CH3:18])[CH2:17][C:8]=3[C:7]=2[CH:6]=1)([CH3:4])([CH3:2])[CH3:3] |f:1.2|. Procedure details: To a solution of 8-tert-butyl-2,3,4,5-tetrahydro-2-methyl-1H-pyrido[4,3-b]indole (200 mg, 0.82 mmol) in NMP (3.0 ml), powdered KOH (462 mg, 8.23 mmol) was added and stirred for 10 min at 25 deg C. After which 2-(trifluoromethyl)-5-vinylpyridine (286 mg, 1.65 mmol) was added slowly to the above solution and stirred for 14 h at 25 deg C. After completion of the reaction (monitored by LCMS), water (5 mL) was added to the crude and extracted with the ethylacetate. The organic layer was dried and con... The reactants are CCN(CC)C(C)=O, CCN(C(C)C)C(C)C, Clc1cccnc1Cl, CSc1nc2c(c(Nc3ccc(C(F)(F)F)cc3)n1)CCNC2, C1COCCO1. Product: CSc1nc2c(c(Nc3ccc(C(F)(F)F)cc3)n1)CCN(c1ncccc1Cl)C2. As a reaction SMILES: [CH2:47]([N:48]([CH2:49][CH3:50])[C:51](=[O:52])[CH3:53])[CH3:54].[CH:1]([N:2]([CH:3]([CH3:4])[CH3:5])[CH2:6][CH3:7])([CH3:8])[CH3:9].[Cl:33][c:34]1[n:35][cH:36][cH:37][cH:38][c:39]1[Cl:40].[F:10][C:11]([c:12]1[cH:13][cH:14][c:15]([NH:18][c:19]2[c:20]3[c:21]([n:22][c:23]([S:25][CH3:26])[n:24]2)[CH2:27][NH:28][CH2:29][CH2:30]3)[cH:16][cH:17]1)([F:31])[F:32].[O:41]1[CH2:42][CH2:43][O:44][CH2:45][CH2:46]1>>[F:10][C:11]([c:12]1[cH:13][cH:14][c:15]([NH:18][c:19]2[c:20]3[c:21]([n:22][c:23]([S:25][CH3:26])[n:24]2)[CH2:27][N:28]([c:34]2[n:35][cH:36][cH:37][cH:38][c:39]2[Cl:40])[CH2:29][CH2:30]3)[cH:16][cH:17]1)([F:31])[F:32]. The reactants are COC(=O)N[C@@H](C(C1=CC=CC=C1)C1=CC=CC=C1)C(=O)NC1=C(C=CC=C1)CC[C@@H]1CN([C@@H](CO1)CNS(=O)(=O)C1=CC=CC=C1)C(=O)OC(C)(C)C (Tert-butyl (2R,5R)-2-[2-(2-{[N-(methoxycarbonyl)-β-phenyl-L-phenylalanyl]amino}phenyl)ethyl]-5-{[(phenylsulfonyl)amino]methyl}morpholine-4-carboxylate), C(Cl)Cl.C(=O)(C(F)(F)F)O (CH2Cl2 TFA). Run at time 1 hour. Yields the product COC(=O)N[C@@H](C(C1=CC=CC=C1)C1=CC=CC=C1)C(=O)NC1=C(C=CC=C1)CC[C@@H]1CN[C@@H](CO1)CNS(=O)(=O)C1=CC=CC=C1 (Nα-(methoxycarbonyl)-β-phenyl-N-(2-{2-[(2R,5R)-5-{[(phenylsulfonyl)amino]methyl}morpholin-2-yl]-ethyl}phenyl)-L-phenylalaninamide), C(=O)(C(F)(F)F)O (TFA). As a reaction SMILES: [CH3:1][O:2][C:3]([NH:5][C@H:6]([C:20]([NH:22][C:23]1[CH:28]=[CH:27][CH:26]=[CH:25][C:24]=1[CH2:29][CH2:30][C@H:31]1[O:36][CH2:35][C@@H:34]([CH2:37][NH:38][S:39]([C:42]2[CH:47]=[CH:46][CH:45]=[CH:44][CH:43]=2)(=[O:41])=[O:40])[N:33](C(OC(C)(C)C)=O)[CH2:32]1)=[O:21])[CH:7]([C:14]1[CH:19]=[CH:18][CH:17]=[CH:16][CH:15]=1)[C:8]1[CH:13]=[CH:12][CH:11]=[CH:10][CH:9]=1)=[O:4].C(Cl)Cl.[C:58]([OH:64])([C:60]([F:63])([F:62])[F:61])=[O:59]>>[CH3:1][O:2][C:3]([NH:5][C@H:6]([C:20]([NH:22][C:23]1[CH:28]=[CH:27][CH:26]=[CH:25][C:24]=1[CH2:29][CH2:30][C@H:31]1[O:36][CH2:35][C@@H:34]([CH2:37][NH:38][S:39]([C:42]2[CH:47]=[CH:46][CH:45]=[CH:44][CH:43]=2)(=[O:40])=[O:41])[NH:33][CH2:32]1)=[O:21])[CH:7]([C:14]1[CH:15]=[CH:16][CH:17]=[CH:18][CH:19]=1)[C:8]1[CH:13]=[CH:12][CH:11]=[CH:10][CH:9]=1)=[O:4].[C:58]([OH:64])([C:60]([F:63])([F:62])[F:61])=[O:59] |f:1.2|. Procedure: Tert-butyl (2R,5R)-2-[2-(2-{[N-(methoxycarbonyl)-β-phenyl-L-phenylalanyl]amino}phenyl)ethyl]-5-{[(phenylsulfonyl)amino]methyl}morpholine-4-carboxylate in a 1:1 mixture of CH2Cl2/TFA (0.1 M) was stirred at rt for 1 hr. The reaction mixture was concentrated under reduced pressure and the residue was co-evaporated twice with heptane and triturated in Et2O to afford the desired product as a TFA salt. Alternatively, the TFA salt, after concentration, could be neutralized with aqueous saturated NaHCO3...